This data is from the Open Reaction Database (ORD), a public repository of structured organic reaction records. The task is: describe an organic reaction: reactants, conditions, products, and yield Starting materials: C(Cl)(Cl)Cl (chloroform), OC=1C=C2CCCC(C2=CC1)=O (6-hydroxy-1-tetralone), ClOC(C)(C)C (t-butyl hypochlorite), C(Cl)(Cl)Cl (chloroform). Yields the product ClC1=C2CCCC(C2=CC(=C1O)Cl)=O (5,7-Dichloro-6-hydroxy-1-tetralone). The yield is 96.0%. RXN SMILES: [OH:1][C:2]1[CH:3]=[C:4]2[C:9](=[CH:10]C=1)[C:8](=[O:12])[CH2:7][CH2:6][CH2:5]2.[Cl:13]OC(C)(C)C.[CH:19]([Cl:22])(Cl)Cl>>[Cl:13][C:3]1[C:2]([OH:1])=[C:19]([Cl:22])[CH:10]=[C:9]2[C:4]=1[CH2:5][CH2:6][CH2:7][C:8]2=[O:12]. Procedure details: A solution of 6-hydroxy-1-tetralone (1.62 g) in chloroform (100 ml) was treated with t-butyl hypochlorite (2.3 ml) dropwise at room temperature. After 1.5 hours the reaction was diluted with chloroform and quenched with aqueous sodium bisulfite. The organic layer was separated, washed with brine, dried and evaporated in vacuo affording the desired product in 96% yield. Recrystallized from hot ethyl acetate yielded (1 g) of needles. Reactants: C(#N)C1=CC=C(C=C1)C#N (1,4-dicyanobenzene), C[O-].[Na+] (sodium methylate), [Cl-].[NH4+] (ammonium chloride). Solvent: CO (methanol). Product: Cl.C(#N)C1=CC=C(C(=N)N)C=C1 (4-cyano-benzamidine hydrochloride). RXN SMILES: [C:1]([C:3]1[CH:8]=[CH:7][C:6]([C:9]#[N:10])=[CH:5][CH:4]=1)#[N:2].C[O-].[Na+].[Cl-:14].[NH4+:15]>CO>[ClH:14].[C:1]([C:3]1[CH:8]=[CH:7][C:6]([C:9]([NH2:15])=[NH:10])=[CH:5][CH:4]=1)#[N:2] |f:1.2,3.4,6.7|. Reported procedure: From 1,4-dicyanobenzene and sodium methylate in methanol followed by ammonium chloride there is obtained 4-cyano-benzamidine hydrochloride, which is used in the next step without further purification, and therefrom with diethyl (2-methoxy-phenoxy)-malonate there is obtained rac.-4-[5-(2-methoxy-phenoxy)-4,6-dioxo-1,4,5,6-tetrahydro-pyrimidin-2-yl]-benzo-nitrile as a yellow product with a melting point >250° C. With PCl5 and POCl3 this compound yields 4-[4,6-dichloro-5-(2-methoxy-phenoxy)-pyrimid... The reactants are C(C#C)N (2-propynylamine), ice, BrC1=CC=C(OC2CN(C2)C(=O)Cl)C=C1 (3-(4-bromophenoxy)-1-azetidinecarbonyl chloride), C([O-])([O-])=O.[K+].[K+] (potassium carbonate). The solvent is O1CCCC1 (tetrahydrofuran), O (water). Conditions: time 30 minute. Yields the product BrC1=CC=C(OC2CN(C2)C(=O)NCC#C)C=C1 (3-(4-Bromophenoxy)-N-(2-propynyl)-1-azetidinecarboxamide). Yield: 67.9%. As a reaction SMILES: [Br:1][C:2]1[CH:15]=[CH:14][C:5]([O:6][CH:7]2[CH2:10][N:9]([C:11](Cl)=[O:12])[CH2:8]2)=[CH:4][CH:3]=1.C(=O)([O-])[O-].[K+].[K+].[CH2:22]([NH2:25])[C:23]#[CH:24]>O1CCCC1.O>[Br:1][C:2]1[CH:15]=[CH:14][C:5]([O:6][CH:7]2[CH2:10][N:9]([C:11]([NH:25][CH2:22][C:23]#[CH:24])=[O:12])[CH2:8]2)=[CH:4][CH:3]=1 |f:1.2.3|. Procedure details: A stirred mixture of 5.8 g (0.02 mole) of 3-(4-bromophenoxy)-1-azetidinecarbonyl chloride and 2.8 g (0.02 mole) of potassium carbonate in 20 ml of tetrahydrofuran was treated with 1.1 g (0.02 mole) of 2-propynylamine added dropwise from a needle and syringe. After stirring for 30 min, approximately 1 g of ice was added and stirring continued for 18 hr. The reaction mixture was diluted with 200 ml of water and the solid which separated was collected by filtration, 6.1 g. After drying, recrystalli... The reactants are C1(=CC=CC=C1)C1CCN(CC1)C(CC)=O (1-(4-phenylpiperidin-1-yl)propan-1-one), C=O (paraformaldehyde), ClCCl (dichloromethane), Cl (hydrogen chloride), S(=O)(Cl)Cl (thionyl chloride). The reagents and catalysts are [Cl-].[Zn+2].[Cl-] (zinc chloride), [Cl-].[Zn+2].[Cl-] (zinc chloride). Run in O (Water), C(C)(=O)OCC (ethyl acetate), O (water), C1CCOC1 (THF). Reaction conditions: time 8 hour. Yields the product ClCC1=CC=C(C=C1)C1CCN(CC1)C(CC)=O (1-{4-[4-(Chloromethyl)phenyl]piperidin-1-yl}propan-1-one). RXN SMILES: [C:1]1([CH:7]2[CH2:12][CH2:11][N:10]([C:13](=[O:16])[CH2:14][CH3:15])[CH2:9][CH2:8]2)[CH:6]=[CH:5][CH:4]=[CH:3][CH:2]=1.C=O.Cl.S(Cl)(Cl)=O.[Cl:24][CH2:25]Cl>C1COCC1.[Cl-].[Zn+2].[Cl-].C(OCC)(=O)C.O>[Cl:24][CH2:25][C:4]1[CH:3]=[CH:2][C:1]([CH:7]2[CH2:8][CH2:9][N:10]([C:13](=[O:16])[CH2:14][CH3:15])[CH2:11][CH2:12]2)=[CH:6][CH:5]=1 |f:6.7.8|. Procedure details: 5 g (23 mmol) of 1-(4-phenylpiperidin-1-yl)propan-1-one, 4.84 g (161 mmol) of paraformaldehyde and 4.7 g (34.5 mmol) of zinc chloride were initially charged in 200 ml of dichloromethane. With vigorous stirring, hydrogen chloride gas was then passed through the reaction mixture for 30 min After the introduction had ended, the reaction mixture was stirred at room temperature overnight. Water was then added to the reaction solution, the organic phase was separated off and the aqueous phase was extr... Starting materials: OC1=CC=C(C(=O)OCCCCCCCCCCCC)C=C1 (dodecyl p-hydroxybenzoate), C(C)(=O)OC1=CC=C(C(=O)Cl)C=C1 (p-acetoxybenzoic acid chloride), O (Water). Solvent: N1=CC=CC=C1 (pyridine), C(Cl)(Cl)Cl (chloroform). Conditions: time 4 hour. Product: C(C)(=O)OC1=CC=C(C(=O)OC2=CC=C(C(=O)OCCCCCCCCCCCC)C=C2)C=C1 (dodecyl 4-(4-acetoxybenzoyloxy)benzoate). Yield: 41.6%. Reaction SMILES: [OH:1][C:2]1[CH:22]=[CH:21][C:5]([C:6]([O:8][CH2:9][CH2:10][CH2:11][CH2:12][CH2:13][CH2:14][CH2:15][CH2:16][CH2:17][CH2:18][CH2:19][CH3:20])=[O:7])=[CH:4][CH:3]=1.[C:23]([O:26][C:27]1[CH:35]=[CH:34][C:30]([C:31](Cl)=[O:32])=[CH:29][CH:28]=1)(=[O:25])[CH3:24].O>N1C=CC=CC=1.C(Cl)(Cl)Cl>[C:23]([O:26][C:27]1[CH:35]=[CH:34][C:30]([C:31]([O:1][C:2]2[CH:3]=[CH:4][C:5]([C:6]([O:8][CH2:9][CH2:10][CH2:11][CH2:12][CH2:13][CH2:14][CH2:15][CH2:16][CH2:17][CH2:18][CH2:19][CH3:20])=[O:7])=[CH:21][CH:22]=2)=[O:32])=[CH:29][CH:28]=1)(=[O:25])[CH3:24]. Procedure: In pyridine was dissolved 5 g of dodecyl p-hydroxybenzoate, and a solution of 5 g of p-acetoxybenzoic acid chloride in chloroform was added dropwise to the solution and the mixture was stirred at room temperature for 4 hours. Water was added to the thus-obtained solution, the mixture was extracted with chloroform, and the extract was washed with a 0.5N aqueous solution of hydrochloric acid, a saturated aqueous solution of sodium chloride, a saturated aqueous solution of NaHCO3 and a saturated aq... The reactants are ClCCCCCC(C#N)(C1=CC(=C(C=C1)OC)OC)SC1CCCCC1 (α-(5-chloropentyl)-α-(cyclohexylthio)-3,4-dimethoxybenzeneacetonitrile), [K] (potassium), C1(C=2C(C(N1)=O)=CC=CC2)=O (phthalimide). The product is C1(CCCCC1)SC(C#N)(CCCCCN1C(C2=CC=CC=C2C1=O)=O)C1=CC(=C(C=C1)OC)OC (a-(Cyclohexylthio)-α-(3,4-dimethoxyphenyl)-1,3-dioxo-2H-isoindole-2-heptanenitrile). Reaction SMILES: Cl[CH2:2][CH2:3][CH2:4][CH2:5][CH2:6][C:7]([S:20][CH:21]1[CH2:26][CH2:25][CH2:24][CH2:23][CH2:22]1)([C:10]1[CH:15]=[CH:14][C:13]([O:16][CH3:17])=[C:12]([O:18][CH3:19])[CH:11]=1)[C:8]#[N:9].[K].[C:28]1(=[O:38])[NH:32][C:31](=[O:33])[C:30]2=[CH:34][CH:35]=[CH:36][CH:37]=[C:29]12>>[CH:21]1([S:20][C:7]([C:10]2[CH:15]=[CH:14][C:13]([O:16][CH3:17])=[C:12]([O:18][CH3:19])[CH:11]=2)([CH2:6][CH2:5][CH2:4][CH2:3][CH2:2][N:32]2[C:28](=[O:38])[C:29]3[C:30](=[CH:34][CH:35]=[CH:36][CH:37]=3)[C:31]2=[O:33])[C:8]#[N:9])[CH2:26][CH2:25][CH2:24][CH2:23][CH2:22]1 |^1:26|. Procedure details: The procedure of Example 24 is repeated using 2.1 g of α-(5-chloropentyl)-α-(cyclohexylthio)-3,4-dimethoxybenzeneacetonitrile and 0,954 g of the potassium salt of phthalimide. This affords 2.13 g of the desired product as a colorless oil.